From a dataset of the Open Reaction Database (ORD), a public repository of structured organic reaction records. describe an organic reaction: reactants, conditions, products, and yield Starting materials: CCC(CC)NC(=O)c1ccc(Br)c(F)c1, COC(=O)C(c1ccccc1)N1CCNCC1, CC(C)(C)[O-], Cc1ccccc1, [Na+], O=C(C=Cc1ccccc1)C=Cc1ccccc1, O=C(C=Cc1ccccc1)C=Cc1ccccc1, O=C(C=Cc1ccccc1)C=Cc1ccccc1, [Pd], [Pd]. Yields the product CCC(CC)NC(=O)c1ccc(N2CCN(C(C(=O)OC)c3ccccc3)CC2)c(F)c1. RXN SMILES: [Br:18][c:19]1[c:20]([F:33])[cH:21][c:22]([C:23](=[O:24])[NH:25][CH:26]([CH2:27][CH3:28])[CH2:29][CH3:30])[cH:31][cH:32]1.[CH3:1][O:2][C:3]([CH:4]([N:5]1[CH2:6][CH2:7][NH:8][CH2:9][CH2:10]1)[c:11]1[cH:12][cH:13][cH:14][cH:15][cH:16]1)=[O:17].[CH3:34][C:35]([CH3:36])([O-:37])[CH3:38].[CH3:40][c:41]1[cH:42][cH:43][cH:44][cH:45][cH:46]1.[Na+:39].[O:49]=[C:50]([CH:51]=[CH:52][c:53]1[cH:54][cH:55][cH:56][cH:57][cH:58]1)[CH:59]=[CH:60][c:61]1[cH:62][cH:63][cH:64][cH:65][cH:66]1.[O:67]=[C:68]([CH:69]=[CH:70][c:71]1[cH:72][cH:73][cH:74][cH:75][cH:76]1)[CH:77]=[CH:78][c:79]1[cH:80][cH:81][cH:82][cH:83][cH:84]1.[O:85]=[C:86]([CH:87]=[CH:88][c:89]1[cH:90][cH:91][cH:92][cH:93][cH:94]1)[CH:95]=[CH:96][c:97]1[cH:98][cH:99][cH:100][cH:101][cH:102]1.[Pd:47].[Pd:48]>>[CH3:1][O:2][C:3]([CH:4]([N:5]1[CH2:6][CH2:7][N:8]([c:19]2[c:20]([F:33])[cH:21][c:22]([C:23](=[O:24])[NH:25][CH:26]([CH2:27][CH3:28])[CH2:29][CH3:30])[cH:31][cH:32]2)[CH2:9][CH2:10]1)[c:11]1[cH:12][cH:13][cH:14][cH:15][cH:16]1)=[O:17]. The reactants are residue, ClC=1C=NC(=NC1)N1CCC(CC1)[C@@H]1[C@@H](C1)CCOC1=CC(=C(C=C1)CC(=O)O)F ([4-(2-{(1S,2R)-2-[1-(5-chloropyrimidin-2-yl)piperidin-4-yl]cyclopropyl}ethoxy)-2-fluorophenyl]acetic acid), TEA, ClC(=O)OC (Methyl chloroformate), O.NN (hydrazine monohydrate). Solvent: C(C)(=O)OCC (ethyl acetate), CN(C)C=O (DMF), C1CCOC1 (THF). Reaction conditions: temperature -10 celsius, time 30 minute. The product is ClC=1C=NC(=NC1)N1CCC(CC1)[C@@H]1[C@@H](C1)CCOC1=CC(=C(C=C1)CC(=O)NN)F (2-[4-(2-{(1S,2R)-2-[1-(5-chloropyrimidin-2-yl)piperidin-4-yl]cyclopropyl}ethoxy)-2-fluorophenyl]-acetohydrazide). Reaction SMILES: [Cl:1][C:2]1[CH:3]=[N:4][C:5]([N:8]2[CH2:13][CH2:12][CH:11]([C@H:14]3[CH2:16][C@H:15]3[CH2:17][CH2:18][O:19][C:20]3[CH:25]=[CH:24][C:23]([CH2:26][C:27](O)=[O:28])=[C:22]([F:30])[CH:21]=3)[CH2:10][CH2:9]2)=[N:6][CH:7]=1.ClC(OC)=O.O.[NH2:37][NH2:38]>C1COCC1.CN(C=O)C.C(OCC)(=O)C>[Cl:1][C:2]1[CH:7]=[N:6][C:5]([N:8]2[CH2:13][CH2:12][CH:11]([C@H:14]3[CH2:16][C@H:15]3[CH2:17][CH2:18][O:19][C:20]3[CH:25]=[CH:24][C:23]([CH2:26][C:27]([NH:37][NH2:38])=[O:28])=[C:22]([F:30])[CH:21]=3)[CH2:10][CH2:9]2)=[N:4][CH:3]=1 |f:2.3|. Reported procedure: A solution of [4-(2-{(1S,2R)-2-[1-(5-chloropyrimidin-2-yl)piperidin-4-yl]cyclopropyl}ethoxy)-2-fluorophenyl]acetic acid (500 mg, 1.152 mmol) in 5 mL of THF cooled to −10° C. and TEA (0.177 mL, 1.268 mmol) was added. Methyl chloroformate (0.098 mL, 1.268 mmol) was added and the mixture stirred for 30 minutes at −10° C. The mixture was filtered and the filtercake washed with 10 mL THF. The filtrate was collected and concentrated under reduced pressure. The residue (265 mg, 0.539 mmol) was dissolve... The reactants are P(OCC)(OCC)[O-] (diethyl phosphite), O (water), C(CCCCCC(C)C)OCCCN (3-isononyloxypropyl amine). Run in C(C)O (ethanol), C(C)O (ethanol). Yields the product C(C)P([O-])([O-])=O.C(CCCCCC(C)C)OCCC[NH3+].C(CCCCCC(C)C)OCCC[NH3+] (3-Isononyloxypropyl-ammoniumethyl phosphonate). Reaction SMILES: [P:1]([O-:8])([O:5]CC)[O:2]CC.O.[CH2:10]([O:19][CH2:20][CH2:21][CH2:22][NH2:23])[CH2:11][CH2:12][CH2:13][CH2:14][CH2:15][CH:16]([CH3:18])[CH3:17]>C(O)C>[CH2:10]([P:1](=[O:2])([O-:5])[O-:8])[CH3:11].[CH2:10]([O:19][CH2:20][CH2:21][CH2:22][NH3+:23])[CH2:11][CH2:12][CH2:13][CH2:14][CH2:15][CH:16]([CH3:17])[CH3:18].[CH2:10]([O:19][CH2:20][CH2:21][CH2:22][NH3+:23])[CH2:11][CH2:12][CH2:13][CH2:14][CH2:15][CH:16]([CH3:17])[CH3:18] |f:4.5.6|. Procedure details: A mixture of 13.81 g. (0.1 moles) of diethyl phosphite, 20 ml. of water and 20 ml. of ethanol is reacted with a mixture of 20.13 g. (0.1 moles) of 3-isononyloxypropyl amine and 30 ml. of ethanol as described in Example 1. nD30 =1.4485 (liquid fraction).